This data is from the Open Reaction Database (ORD), a public repository of structured organic reaction records. The task is: describe an organic reaction: reactants, conditions, products, and yield The reactants are N1=CC(=CC=C1)B(O)O (3-pyridine boronic acid), COCCOC (1,2-dimethoxyethane), C([O-])([O-])=O.[Na+].[Na+] (sodium carbonate), BrC=1C=C(C=NC1)C=1C(=C2CC(N(C2=CC1)C)=O)Cl (5-(5-bromo-pyridin-3-yl)-4-chloro-1-methyl-1,3-dihydro-indol-2-one), polystyrene triphenylphosphine palladium (0), PPh3 Pd(0). Reagents/catalysts: C=1C=CC(=CC1)[P](C=2C=CC=CC2)(C=3C=CC=CC3)[Pd]([P](C=4C=CC=CC4)(C=5C=CC=CC5)C=6C=CC=CC6)([P](C=7C=CC=CC7)(C=8C=CC=CC8)C=9C=CC=CC9)[P](C=1C=CC=CC1)(C=1C=CC=CC1)C=1C=CC=CC1 (tetrakis(triphenylphosphine)palladium(0)). Solvent: ClCCl (dichloromethane). Reaction conditions: temperature 120 celsius. Yields the product N1=CC(=CC(=C1)C=1C=C2CC(N(C2=CC1)C)=O)C=1C=NC=CC1 (5-[3,3′]bipyridinyl-5-yl-1-methyl-1,3-dihydro-indol-2-one). Reaction SMILES: Br[C:2]1[CH:3]=[C:4]([C:8]2[C:9](Cl)=[C:10]3[C:14](=[CH:15][CH:16]=2)[N:13]([CH3:17])[C:12](=[O:18])[CH2:11]3)[CH:5]=[N:6][CH:7]=1.[N:20]1[CH:25]=[CH:24][CH:23]=[C:22](B(O)O)[CH:21]=1.COCCOC.C(=O)([O-])[O-].[Na+].[Na+]>ClCCl.C1C=CC([P]([Pd]([P](C2C=CC=CC=2)(C2C=CC=CC=2)C2C=CC=CC=2)([P](C2C=CC=CC=2)(C2C=CC=CC=2)C2C=CC=CC=2)[P](C2C=CC=CC=2)(C2C=CC=CC=2)C2C=CC=CC=2)(C2C=CC=CC=2)C2C=CC=CC=2)=CC=1>[N:6]1[CH:5]=[C:4]([C:8]2[CH:9]=[C:10]3[C:14](=[CH:15][CH:16]=2)[N:13]([CH3:17])[C:12](=[O:18])[CH2:11]3)[CH:3]=[C:2]([C:22]2[CH:21]=[N:20][CH:25]=[CH:24][CH:23]=2)[CH:7]=1 |f:3.4.5,^1:47,49,68,87|. Procedure details: To 5-(5-bromo-pyridin-3-yl)-4-chloro-1-methyl-1,3-dihydro-indol-2-one prepared as described in Example 28, (100 mg, 0.30 mmol) was added 3-pyridine boronic acid (CAS#1692-25-7, 47.3 mg, 0.385 mmol), 1,2-dimethoxyethane (3 mL), and 2 M aqueous sodium carbonate (0.385 mL, 0.770 mmol). The reaction mixture was degassed and placed under an argon atmosphere, at which time resin bound tetrakis(triphenylphosphine)palladium(0), specifically polystyrene triphenylphosphine palladium (0) [PS—PPh3-Pd(0) (Bi... Reactants: C([O-])([O-])=O.[Na+].[Na+] (sodium carbonate), CSCCC=O (methional), C(CO)O (ethylene glycol), C1(=CC=C(C=C1)S(=O)(=O)O)C (p-toluene sulphonic acid). Solvent: O (water), O1CCOCC1 (dioxan), C1=CC=CC=C1 (benzene). Reaction conditions: time 2 hour. The product is CSCCC1OCCO1 (2-(β-methylthioethyl)-1,3-dioxolane). RXN SMILES: [CH3:1][S:2][CH2:3][CH2:4][CH:5]=[O:6].[CH2:7](O)[CH2:8][OH:9].C1(C)C=CC(S(O)(=O)=O)=CC=1.C(=O)([O-])[O-].[Na+].[Na+]>O.O1CCOCC1.C1C=CC=CC=1>[CH3:1][S:2][CH2:3][CH2:4][CH:5]1[O:9][CH2:8][CH2:7][O:6]1 |f:3.4.5|. Procedure: 1040 g (10 moles) of freshly distilled methional, 650 g (10.5 moles) of ethylene glycol, 400 cc of benzene, 800 cc of dioxan and 10 g of p-toluene sulphonic acid are heated under reflux until the azeotropic entrainment of the water formed during the reaction, which takes 2 hours, is over. The acid medium is then neutralised by the addition of 10 g of dry sodium carbonate, after which the solution is concentrated to dryness in a water pump vacuum. The reactants are CC(Cl)c1cccnc1, CC1(N2CCNCC2)COC1. Reagents/catalysts: O=C([O-])[O-].[Cs+].[Cs+] (cesium carbonate), [I-].[K+] (potassium iodide). Solvent: CN(C)C=O (DMF), CN(C)C=O (dmf), CN(C)C=O (DMF). Conditions: temperature 70 celsius, time 16 hour. The product is CC(c1cccnc1)N1CCN(C2(C)COC2)CC1. The reactants are O (water), C([O-])([O-])=O.[K+].[K+] (potassium carbonate), C(C)C1=C(C=CC(=C1O)O)CC#N (2-Ethyl-3,4-dihydroxybenzeneacetonitrile), C(C1=CC=CC=C1)Br (Benzyl bromide). Run in CN(C=O)C (dimethylformamide). Reaction conditions: time 8 hour. The product is C(C)C1=C(C=CC(=C1OCC1=CC=CC=C1)OCC1=CC=CC=C1)CC#N (2-Ethyl-3,4-bis(phenylmethoxy)benzeneacetonitrile). RXN SMILES: [C:1](=[O:4])([O-])[O-].[K+].[K+].[CH2:7]([C:9]1[C:14]([OH:15])=[C:13](O)[CH:12]=[CH:11][C:10]=1[CH2:17][C:18]#[N:19])[CH3:8].[CH2:20](Br)[C:21]1[CH:26]=[CH:25][CH:24]=[CH:23][CH:22]=1.O>CN(C)C=O>[CH2:7]([C:9]1[C:14]([O:15][CH2:20][C:21]2[CH:26]=[CH:25][CH:24]=[CH:23][CH:22]=2)=[C:13]([O:4][CH2:1][C:9]2[CH:14]=[CH:13][CH:12]=[CH:11][CH:10]=2)[CH:12]=[CH:11][C:10]=1[CH2:17][C:18]#[N:19])[CH3:8] |f:0.1.2|. Procedure details: Solid potassium carbonate (1.94 g) was added at room temperature to a solution of the product from stage (i) (1 g) in dry dimethylformamide. Benzyl bromide (2.41 g) was added. The mixture was stirred overnight. Ice and water were added. The mixture was extracted with ether. The extracts were washed with water, dried and evaporated. The oil obtained was purified by FCC using ether/hexane (1:1) as eluent, to give the title compound as a yellow oil which crystallised slowly (1.82 g) m.p. 44°-47.5°. Reactants: O=C([O-])[O-], CCOC(C)=O, CS(C)=O, CC(C)(C)OC(=O)N1CC(Cc2ccc(Cl)c(Cl)c2)CC1COS(C)(=O)=O, [Na+], [Na+], N#C[Na]. Yields the product CC(C)(C)OC(=O)N1CC(Cc2ccc(Cl)c(Cl)c2)CC1CC#N. Reaction SMILES: [C:37](=[O:38])([O-:39])[O-:40].[CH3:31][CH2:32][O:33][C:34]([CH3:35])=[O:36].[CH3:43][S:44]([CH3:45])=[O:46].[Cl:4][c:5]1[cH:6][c:7]([CH2:8][CH:9]2[CH2:10][CH:11]([CH2:21][O:22][S:23]([CH3:24])(=[O:25])=[O:26])[N:12]([C:14](=[O:15])[O:16][C:17]([CH3:18])([CH3:19])[CH3:20])[CH2:13]2)[cH:27][cH:28][c:29]1[Cl:30].[Na+:41].[Na+:42].[Na:1][C:2]#[N:3]>>[C:2](#[N:3])[CH2:21][CH:11]1[CH2:10][CH:9]([CH2:8][c:7]2[cH:6][c:5]([Cl:4])[c:29]([Cl:30])[cH:28][cH:27]2)[CH2:13][N:12]1[C:14](=[O:15])[O:16][C:17]([CH3:18])([CH3:19])[CH3:20]. The reactants are ClC1=C(C=O)C(=CC=C1F)OC (2-chloro-3-fluoro-6-methoxybenzaldehyde), BrC=1C=C2C=CNC2=NC1 (5-bromo-7-azaindole), [OH-].[K+] (KOH). The solvent is CO (methanol). Yields the product BrC=1C=C2C(=NC1)NC=C2C(O)C2=C(C(=CC=C2OC)F)Cl (5-Bromo-3-[(2-chloro-3-fluoro-6-methoxyphenyl)-hydroxymethyl]-1H-pyrrolo[2,3-b]pyridine). RXN SMILES: [Cl:1][C:2]1[C:9]([F:10])=[CH:8][CH:7]=[C:6]([O:11][CH3:12])[C:3]=1[CH:4]=[O:5].[Br:13][C:14]1[CH:15]=[C:16]2[C:20](=[N:21][CH:22]=1)[NH:19][CH:18]=[CH:17]2.[OH-].[K+]>CO>[Br:13][C:14]1[CH:15]=[C:16]2[C:17]([CH:4]([C:3]3[C:6]([O:11][CH3:12])=[CH:7][CH:8]=[C:9]([F:10])[C:2]=3[Cl:1])[OH:5])=[CH:18][NH:19][C:20]2=[N:21][CH:22]=1 |f:2.3|. Reported procedure: A solution of 2-chloro-3-fluoro-6-methoxybenzaldehyde (10.55 g, 55.82 mmol), 5-bromo-7-azaindole (10.0 g, 50.76 mmol) and KOH (4.0 g, 71 mmol) in methanol (200 mL) was stirred at ambient temperature for 12 h. The reaction mixture was quenched with water and the crystallizing solid was filtered and dried to give the title compound as a white solid. 1H NMR (DMSO-d6, 300 MHz): □ δ=3.71 (s, 3H), 5.69 (d, 1H, J=6.3 Hz), 6.55 (d, 1H, J=4.5 Hz), 7.07 (dd, 1H, J=4.5, 4.2 Hz), 7.19 (s, 1H), 7.32 (t, J=8.... Reactants: BrCc1cc2ccccc2c2sccc12, [H][H], [Na], C1CCOC1, c1c[nH]cn1. The product is c1ccc2c(c1)cc(Cn1ccnc1)c1ccsc12. RXN SMILES: [Br:9][CH2:10][c:11]1[cH:12][c:13]2[cH:14][cH:15][cH:16][cH:17][c:18]2[c:19]2[s:20][cH:21][cH:22][c:23]12.[H:7][H:8].[Na:6].[O:24]1[CH2:25][CH2:26][CH2:27][CH2:28]1.[nH:1]1[cH:2][n:3][cH:4][cH:5]1>>[n:1]1([CH2:10][c:11]2[cH:12][c:13]3[cH:14][cH:15][cH:16][cH:17][c:18]3[c:19]3[s:20][cH:21][cH:22][c:23]23)[cH:2][n:3][cH:4][cH:5]1.